Dataset: the Open Reaction Database (ORD), a public repository of structured organic reaction records. Task: describe an organic reaction: reactants, conditions, products, and yield The reactants are CCCCOCCOc1ccc(OB([O-])[O-])cc1, CN1CCC(C(=O)Nc2ccc(CN(C)C3CCOCC3)cc2)=Cc2cc(Br)ccc21, O=C([O-])[O-], CCO, CCOC(C)=O, [K+], [K+], O, Cc1ccccc1. Product: CCCCOCCOc1ccc(-c2ccc3c(c2)C=C(C(=O)Nc2ccc(CN(C)C4CCOCC4)cc2)CCN3C)cc1. Reaction SMILES: [B:1]([O-:2])([O-:17])[O:18][c:3]1[cH:4][cH:5][c:6]([O:9][CH2:10][CH2:11][O:12][CH2:13][CH2:14][CH2:15][CH3:16])[cH:7][cH:8]1.[Br:19][c:20]1[cH:21][cH:22][c:23]2[c:24]([cH:49]1)[CH:25]=[C:26]([C:31](=[O:32])[NH:33][c:34]1[cH:35][cH:36][c:37]([CH2:40][N:41]([CH:42]3[CH2:43][CH2:44][O:45][CH2:46][CH2:47]3)[CH3:48])[cH:38][cH:39]1)[CH2:27][CH2:28][N:29]2[CH3:30].[C:50](=[O:51])([O-:52])[O-:53].[CH2:63]([OH:64])[CH3:65].[CH3:67][CH2:68][O:69][C:70](=[O:71])[CH3:72].[K+:54].[K+:55].[OH2:66].[c:56]1([CH3:57])[cH:58][cH:59][cH:60][cH:61][cH:62]1>>[c:3]1(-[c:20]2[cH:21][cH:22][c:23]3[c:24]([cH:49]2)[CH:25]=[C:26]([C:31](=[O:32])[NH:33][c:34]2[cH:35][cH:36][c:37]([CH2:40][N:41]([CH:42]4[CH2:43][CH2:44][O:45][CH2:46][CH2:47]4)[CH3:48])[cH:38][cH:39]2)[CH2:27][CH2:28][N:29]3[CH3:30])[cH:4][cH:5][c:6]([O:9][CH2:10][CH2:11][O:12][CH2:13][CH2:14][CH2:15][CH3:16])[cH:7][cH:8]1.